This data is from the Open Reaction Database (ORD), a public repository of structured organic reaction records. The task is: describe an organic reaction: reactants, conditions, products, and yield Product: ClC=1C=C(C=CC1OC(F)(F)F)C1=NOC(=N1)[C@@H](C)NC1=NC=CC(=N1)N1C(OC[C@@H]1C(C)O)=O ((R)-3-(2-(((R)-1-(3-(3-chloro-4-(trifluoromethoxy)phenyl)-1,2,4-oxadiazol-5-yl)ethyl)amino)pyrimidin-4-yl)-4-(1-hydroxyethyl)oxazolidin-2-one). The reactants are C(C)(C)(C)O[C@H](C)[C@@H]1N(C(OC1)=O)C1=NC(=NC=C1)NC(C)C1=NC(=NO1)C1=CC(=C(C=C1)OC(F)(F)F)Cl ((4R)-4-((R)-1-(tert-butoxy)ethyl)-3-(2-((1-(3-(3-chloro-4-(trifluoromethoxy)phenyl)-1,2,4-oxadiazol-5-yl)ethyl)amino)pyrimidin-4-yl)oxazolidin-2-one), C(=O)(C(F)(F)F)O.O (TFA water). Reported procedure: (4R)-4-((R)-1-(tert-butoxy)ethyl)-3-(2-((1-(3-(3-chloro-4-(trifluoromethoxy)phenyl)-1,2,4-oxadiazol-5-yl)ethyl)amino)pyrimidin-4-yl)oxazolidin-2-one (97 mg, 0.17 mmol) was treated with 90% TFA/water for 2 hours. Concentrate in vacuo and neutralized by passing through a column of MP-carbonate resin (2.0 g, 0.55 mmol/g eluting with MeOH/DCM/MeOH afforded 58 mg of (R)-3-(2-(((R)-1-(3-(3-chloro-4-(trifluoromethoxy)phenyl)-1,2,4-oxadiazol-5-yl)ethyl)amino)pyrimidin-4-yl)-4-(1-hydroxyethyl)oxazolidin-... Reaction SMILES: C([O:5][C@@H:6]([C@H:8]1[CH2:12][O:11][C:10](=[O:13])[N:9]1[C:14]1[CH:19]=[CH:18][N:17]=[C:16]([NH:20][CH:21]([C:23]2[O:27][N:26]=[C:25]([C:28]3[CH:33]=[CH:32][C:31]([O:34][C:35]([F:38])([F:37])[F:36])=[C:30]([Cl:39])[CH:29]=3)[N:24]=2)[CH3:22])[N:15]=1)[CH3:7])(C)(C)C.C(O)(C(F)(F)F)=O.O>>[Cl:39][C:30]1[CH:29]=[C:28]([C:25]2[N:24]=[C:23]([C@H:21]([NH:20][C:16]3[N:15]=[C:14]([N:9]4[C@@H:8]([CH:6]([OH:5])[CH3:7])[CH2:12][O:11][C:10]4=[O:13])[CH:19]=[CH:18][N:17]=3)[CH3:22])[O:27][N:26]=2)[CH:33]=[CH:32][C:31]=1[O:34][C:35]([F:36])([F:38])[F:37] |f:1.2|. Isolated yield 66.3%.